describe an organic reaction: reactants, conditions, products, and yield From a dataset of the Open Reaction Database (ORD), a public repository of structured organic reaction records. Reactants: CC(C)CC(CC(=O)NOCc1ccccc1)C(=O)NC1Cc2cn(c3ccccc23)CCCCCCNC1=O, C1CCOC1, CCO. Product: CC(C)CC(CC(=O)NO)C(=O)NC1Cc2cn(c3ccccc23)CCCCCCNC1=O. Reaction SMILES: [CH2:1]([c:2]1[cH:3][cH:4][cH:5][cH:6][cH:7]1)[O:8][NH:9][C:10]([CH2:11][CH:12]([CH2:13][CH:14]([CH3:15])[CH3:16])[C:17]([NH:18][CH:19]1[C:20](=[O:38])[NH:21][CH2:22][CH2:23][CH2:24][CH2:25][CH2:26][CH2:27][n:28]2[c:29]3[cH:30][cH:31][cH:32][cH:33][c:34]3[c:35]([cH:37]2)[CH2:36]1)=[O:39])=[O:40].[CH2:41]1[O:42][CH2:43][CH2:44][CH2:45]1.[CH3:46][CH2:47][OH:48]>>[OH:8][NH:9][C:10]([CH2:11][CH:12]([CH2:13][CH:14]([CH3:15])[CH3:16])[C:17]([NH:18][CH:19]1[C:20](=[O:38])[NH:21][CH2:22][CH2:23][CH2:24][CH2:25][CH2:26][CH2:27][n:28]2[c:29]3[cH:30][cH:31][cH:32][cH:33][c:34]3[c:35]([cH:37]2)[CH2:36]1)=[O:39])=[O:40]. Reactants: BrC1=CC2=C(N(C=N2)C2CC2)C(=C1)O[C@H](C)[C@@H]1CC(N(C1)[C@H](C)C1=CC=C(C=C1)OC)=O ((R)-4-((R)-1-((5-bromo-1-cyclopropyl-1H-benzo[d]imidazol-7-yl)oxy)ethyl)-1-((R)-1-(4-methoxyphenyl)ethyl)pyrrolidin-2-one), C(=O)(C(F)(F)F)O (TFA). Run at temperature 70 celsius, time 19 hour. The product is BrC1=CC2=C(N(C=N2)C2CC2)C(=C1)O[C@H](C)[C@@H]1CC(NC1)=O ((R)-4-((R)-1-((5-bromo-1-cyclopropyl-1H-benzo[d]imidazol-7-yl)oxy)ethyl)pyrrolidin-2-one). Reaction SMILES: [Br:1][C:2]1[CH:13]=[C:12]([O:14][C@@H:15]([C@H:17]2[CH2:21][N:20]([C@@H](C3C=CC(OC)=CC=3)C)[C:19](=[O:32])[CH2:18]2)[CH3:16])[C:5]2[N:6]([CH:9]3[CH2:11][CH2:10]3)[CH:7]=[N:8][C:4]=2[CH:3]=1.C(O)(C(F)(F)F)=O>>[Br:1][C:2]1[CH:13]=[C:12]([O:14][C@@H:15]([C@H:17]2[CH2:21][NH:20][C:19](=[O:32])[CH2:18]2)[CH3:16])[C:5]2[N:6]([CH:9]3[CH2:10][CH2:11]3)[CH:7]=[N:8][C:4]=2[CH:3]=1. Procedure: (R)-4-((R)-1-((5-bromo-1-cyclopropyl-1H-benzo[d]imidazol-7-yl)oxy)ethyl)-1-((R)-1-(4-methoxyphenyl)ethyl)pyrrolidin-2-one 2.74 (2.09 g, 4.19 mmol) was dissolved in TFA (42 mL, 550 mmol). The resulting solution was heated to 70° C. and was stirred for 19 h. The reaction mixture was concentrated and partitioned between EtOAc (100 mL) and saturated aqueous NaHCO3 (75 mL). The phases were separated, and the aqueous phase was extracted with EtOAc (2×75 mL). The combined organic phase was dried over N... RXN SMILES: [C:18](=[O:19])([O-:20])[O-:21].[CH3:29][C:30](=[O:31])[CH3:32].[Cl:1][CH2:2][C:3]([C:4]([CH2:5][CH2:6][O:7][c:8]1[cH:9][cH:10][c:11]([Cl:14])[cH:12][cH:13]1)([CH3:15])[CH3:16])=[O:17].[K+:22].[K+:23].[nH:24]1[n:25][cH:26][n:27][cH:28]1>>[CH2:2]([C:3]([C:4]([CH2:5][CH2:6][O:7][c:8]1[cH:9][cH:10][c:11]([Cl:14])[cH:12][cH:13]1)([CH3:15])[CH3:16])=[O:17])[n:24]1[n:25][cH:26][n:27][cH:28]1. The reactants are O=C([O-])[O-], CC(C)=O, CC(C)(CCOc1ccc(Cl)cc1)C(=O)CCl, [K+], [K+], c1nc[nH]n1. Product: CC(C)(CCOc1ccc(Cl)cc1)C(=O)Cn1cncn1. Starting materials: C, COC(=O)c1cccc(C=C(C)C#N)c1, CCO, [Pd]. Product: COC(=O)c1cccc(CC(C)C#N)c1. RXN SMILES: [C:19].[C:1](#[N:2])[C:3](=[CH:4][c:5]1[cH:6][c:7]([C:8](=[O:9])[O:10][CH3:11])[cH:12][cH:13][cH:14]1)[CH3:15].[CH3:16][CH2:17][OH:18].[Pd:20]>>[C:1](#[N:2])[CH:3]([CH2:4][c:5]1[cH:6][c:7]([C:8](=[O:9])[O:10][CH3:11])[cH:12][cH:13][cH:14]1)[CH3:15]. The reactants are CCOC(=O)CBr, Cc1ccc2c(=O)n3c(nc2c1)[nH]c1ccccc13. Yields the product CCOC(=O)Cn1c2ccccc2n2c(=O)c3ccc(C)cc3nc12. Reaction SMILES: [Br:20][CH2:21][C:22](=[O:23])[O:24][CH2:25][CH3:26].[CH3:1][c:2]1[cH:3][cH:4][c:5]2[c:6](=[O:19])[n:7]3[c:8]([n:9][c:10]2[cH:11]1)[nH:12][c:13]1[c:14]3[cH:15][cH:16][cH:17][cH:18]1>>[CH3:1][c:2]1[cH:3][cH:4][c:5]2[c:6](=[O:19])[n:7]3[c:8]([n:9][c:10]2[cH:11]1)[n:12]([CH2:21][C:22](=[O:23])[O:24][CH2:25][CH3:26])[c:13]1[c:14]3[cH:15][cH:16][cH:17][cH:18]1. The reactants are C(C)OC(CC(C)(O)C1=CC=C(C=C1)C1=C(C=C(C=C1)F)F)=O (3-(2',4'-difluoro-4-biphenylyl)-3-hydroxybutyric acid ethyl ester), C1CCOC1 (THF), C1CCOC1 (THF), [H-].[H-].[H-].[H-].[Li+].[Al+3] (LiAlH4), [OH-].[Na+] (sodium hydroxide). The solvent is O (water), C(C)(=O)OCC (ethyl acetate). The product is FC1=C(C=CC(=C1)F)C1=CC=C(C=C1)C(CCO)(C)O (3-(2',4'-difluoro-4-biphenylyl)butane-1,3-diol). RXN SMILES: C([O:3][C:4](=O)[CH2:5][C:6]([C:9]1[CH:14]=[CH:13][C:12]([C:15]2[CH:20]=[CH:19][C:18]([F:21])=[CH:17][C:16]=2[F:22])=[CH:11][CH:10]=1)([OH:8])[CH3:7])C.C1COCC1.[H-].[H-].[H-].[H-].[Li+].[Al+3].[OH-].[Na+]>O.C(OCC)(=O)C>[F:22][C:16]1[CH:17]=[C:18]([F:21])[CH:19]=[CH:20][C:15]=1[C:12]1[CH:13]=[CH:14][C:9]([C:6]([OH:8])([CH3:7])[CH2:5][CH2:4][OH:3])=[CH:10][CH:11]=1 |f:2.3.4.5.6.7,8.9|. Procedure details: A solution of 32 g. of 3-(2',4'-difluoro-4-biphenylyl)-3-hydroxybutyric acid ethyl ester in 300 ml. of absolute THF is added dropwise, under nitrogen, to a suspension of 4.6 g. of LiAlH4 in 200 ml. of THF and the mixture is heated under reflux for one hour. After cooling, ethyl acetate, water and 32% sodium hydroxide solution are added and the mixture is worked up in the customary manner to give 3-(2',4'-difluoro-4-biphenylyl)butane-1,3-diol, m.p. 82°-84°. Reactants: BrC1=CC=C(C=C1)CN1C(C(CC2=C1N=C(N=C2)CO)C)=O (8-[(4-bromophenyl)methyl]-2-hydroxymethyl-6-methyl-5,8-dihydro-6H-pyrido[2,3-d]pyrimidin-7-one), C(C)(C)(C)N1N=NN=C1C1=C(C=CC=C1)B(O)O (2-[(1-tert-butyl)-1H-tetrazol-5-yl]phenylboronic acid), C(=O)([O-])[O-].[Na+].[Na+] (Na2CO3), CCO (EtOH). Reagents/catalysts: C=1C=CC(=CC1)[P](C=2C=CC=CC2)(C=3C=CC=CC3)[Pd]([P](C=4C=CC=CC4)(C=5C=CC=CC5)C=6C=CC=CC6)([P](C=7C=CC=CC7)(C=8C=CC=CC8)C=9C=CC=CC9)[P](C=1C=CC=CC1)(C=1C=CC=CC1)C=1C=CC=CC1 (tetrakis(triphenylphosphine)palladium(0)). The solvent is C(Cl)Cl (CH2Cl2), C1(=CC=CC=C1)C (toluene). Yields the product OCC=1N=C(C2=C(N1)N(C(CC2)=O)CC2=CC=C(C=C2)C2=C(C=CC=C2)C2=NN=NN2C(C)(C)C)C (2-Hydroxymethyl-4-methyl-8-[2'-(1 -tert-butyl-1H-tetrazol-5-yl)biphenyl-4-ylmethyl]-5,8-dihydro-6H-pyrido[2,3-d]pyrimidin-7-one). Yield: 90.0%. RXN SMILES: Br[C:2]1[CH:7]=[CH:6][C:5]([CH2:8][N:9]2[C:14]3[N:15]=[C:16]([CH2:19][OH:20])[N:17]=[CH:18][C:13]=3[CH2:12][CH:11](C)[C:10]2=[O:22])=[CH:4][CH:3]=1.[C:23]([N:27]1[C:31]([C:32]2[CH:37]=[CH:36][CH:35]=[CH:34][C:33]=2B(O)O)=[N:30][N:29]=[N:28]1)([CH3:26])([CH3:25])[CH3:24].[C:41]([O-])([O-])=O.[Na+].[Na+].CCO>C(Cl)Cl.C1C=CC([P]([Pd]([P](C2C=CC=CC=2)(C2C=CC=CC=2)C2C=CC=CC=2)([P](C2C=CC=CC=2)(C2C=CC=CC=2)C2C=CC=CC=2)[P](C2C=CC=CC=2)(C2C=CC=CC=2)C2C=CC=CC=2)(C2C=CC=CC=2)C2C=CC=CC=2)=CC=1.C1(C)C=CC=CC=1>[OH:20][CH2:19][C:16]1[N:17]=[C:18]([CH3:41])[C:13]2[CH2:12][CH2:11][C:10](=[O:22])[N:9]([CH2:8][C:5]3[CH:4]=[CH:3][C:2]([C:33]4[CH:34]=[CH:35][CH:36]=[CH:37][C:32]=4[C:31]4[N:27]([C:23]([CH3:26])([CH3:25])[CH3:24])[N:28]=[N:29][N:30]=4)=[CH:7][CH:6]=3)[C:14]=2[N:15]=1 |f:2.3.4,^1:56,58,77,96|. Procedure details: A mixture of 8-[(4-bromophenyl)methyl]-2-hydroxymethyl-6-methyl-5,8-dihydro-6H-pyrido[2,3-d]pyrimidin-7-one (0.95 g, 2.62 mmol), 2-[(1-tert-butyl)-1H-tetrazol-5-yl]phenylboronic acid (0.72 g, 2.90 mmol) (prepared according to J. W. Ellingboe, et al. U.S. Pat. No. 5,149,699), 2M Na2CO3 (5.5 mL), tetrakis(triphenylphosphine)palladium(0) (100 tug, 0.086 mmol), EtOH (3 mL)and toluene (16 mL) was heated under reflux for 20 h. The mixture was diluted with CH2Cl2 and the layers were separated. The orga... Reactants: C(C1=CC=CC=C1)OC(=O)N(C12CCC(CC1)(CC2)C(=O)ON2N=NC1=C2C=CC=C1)CC(=O)N1[C@@H](C[C@@H](C1)F)C#N ((2S,4S)-1-[[N-benzyloxycarbonyl-N-[4-(benzotriazol-1-yl)oxycarbonylbicyclo[2.2.2]oct-1-yl]amino]acetyl]-4-fluoropyrrolidine-2-carbonitrile), N1CCCCC1 (piperidine). The product is C(C1=CC=CC=C1)OC(=O)N(C12CCC(CC1)(CC2)C(=O)N2CCCCC2)CC(=O)N2[C@@H](C[C@@H](C2)F)C#N ((2S,4S)-1-[[N-benzyloxycarbonyl-N-[4-(piperidin-1-yl)carbonylbicyclo[2.2.2]oct-1-yl]amino]acetyl]-4-fluoropyrrolidine-2-carbonitrile). As a reaction SMILES: [CH2:1]([O:8][C:9]([N:11]([CH2:32][C:33]([N:35]1[CH2:39][C@@H:38]([F:40])[CH2:37][C@H:36]1[C:41]#[N:42])=[O:34])[C:12]12[CH2:19][CH2:18][C:15]([C:20](ON3C4C=CC=CC=4N=N3)=[O:21])([CH2:16][CH2:17]1)[CH2:14][CH2:13]2)=[O:10])[C:2]1[CH:7]=[CH:6][CH:5]=[CH:4][CH:3]=1.[NH:43]1[CH2:48][CH2:47][CH2:46][CH2:45][CH2:44]1>>[CH2:1]([O:8][C:9]([N:11]([CH2:32][C:33]([N:35]1[CH2:39][C@@H:38]([F:40])[CH2:37][C@H:36]1[C:41]#[N:42])=[O:34])[C:12]12[CH2:13][CH2:14][C:15]([C:20]([N:43]3[CH2:48][CH2:47][CH2:46][CH2:45][CH2:44]3)=[O:21])([CH2:18][CH2:19]1)[CH2:16][CH2:17]2)=[O:10])[C:2]1[CH:3]=[CH:4][CH:5]=[CH:6][CH:7]=1. Procedure: In a similar manner to Example 4, (2S,4S)-1-[[N-benzyloxycarbonyl-N-[4-(benzotriazol-1-yl)oxycarbonylbicyclo[2.2.2]oct-1-yl]amino]acetyl]-4-fluoropyrrolidine-2-carbonitrile (100 mg) and piperidine (22.7 μL) were used to obtain (2S,4S)-1-[[N-benzyloxycarbonyl-N-[4-(piperidin-1-yl)carbonylbicyclo[2.2.2]oct-1-yl]amino]acetyl]-4-fluoropyrrolidine-2-carbonitrile (81.0 mg).